Dataset: the Open Reaction Database (ORD), a public repository of structured organic reaction records. Task: describe an organic reaction: reactants, conditions, products, and yield Starting materials: CC(C)(C)OC(=O)N1C(=O)CC1(C)C, [Li+], C1CCOC1, [OH-], O. Yields the product CC(C)(CC(=O)O)NC(=O)OC(C)(C)C. RXN SMILES: [C:1]([CH3:2])([CH3:3])([CH3:4])[O:5][C:6](=[O:7])[N:8]1[C:9](=[O:14])[CH2:10][C:11]1([CH3:12])[CH3:13].[Li+:15].[O:17]1[CH2:18][CH2:19][CH2:20][CH2:21]1.[OH-:16].[OH2:22]>>[C:1]([CH3:2])([CH3:3])([CH3:4])[O:5][C:6](=[O:7])[NH:8][C:11]([CH2:10][C:9]([OH:14])=[O:16])([CH3:12])[CH3:13]. The reactants are C(C)OC(CS(=O)(=O)C1=CC=C(C=C1)OCC(CC)CC)=O ([4-(2-ethyl-butoxy)-phenylsulfonyl]-acetic acid ethyl ester), ClCCN(CC1=CC=CC=C1)CCCl (bis-(2-chloro-ethyl)- benzyl amine). Product: C(C)OC(=O)C1(CCN(CC1)CC1=CC=CC=C1)S(=O)(=O)C1=CC=C(C=C1)OCC(CC)CC (1-Benzyl-4-[4-(2-ethyl-butoxy)-benzenesulfonyl]-piperidine-4-carboxylic acid ethyl ester). As a reaction SMILES: [CH2:1]([O:3][C:4](=[O:22])[CH2:5][S:6]([C:9]1[CH:14]=[CH:13][C:12]([O:15][CH2:16][CH:17]([CH2:20][CH3:21])[CH2:18][CH3:19])=[CH:11][CH:10]=1)(=[O:8])=[O:7])[CH3:2].Cl[CH2:24][CH2:25][N:26]([CH2:34][CH2:35]Cl)[CH2:27][C:28]1[CH:33]=[CH:32][CH:31]=[CH:30][CH:29]=1>>[CH2:1]([O:3][C:4]([C:5]1([S:6]([C:9]2[CH:10]=[CH:11][C:12]([O:15][CH2:16][CH:17]([CH2:20][CH3:21])[CH2:18][CH3:19])=[CH:13][CH:14]=2)(=[O:7])=[O:8])[CH2:24][CH2:25][N:26]([CH2:27][C:28]2[CH:33]=[CH:32][CH:31]=[CH:30][CH:29]=2)[CH2:34][CH2:35]1)=[O:22])[CH3:2]. Procedure: 1-Benzyl-4-[4-(2-ethyl-butoxy)-benzenesulfonyl]-piperidine-4-carboxylic acid ethyl ester was prepared according to the general method outlined in example 83 starting from [4-(2-ethyl-butoxy)-phenylsulfonyl]-acetic acid ethyl ester (6.4 g, 20 mnol) and bis-(2-chloro-ethyl)- benzyl amine (6.44 g, 24 mmol). Yield 8 g (82%); yellow oil; MS: 488 (M+H)+ Starting materials: CC1C(C2=CC=CC=C2C1)=O (2-Methylindanone), C(#N)CC(=O)O (cyanacetic acid), C(C)(=O)O (acetic acid), C(C)(=O)[O-].[NH4+] (ammonium acetate). The solvent is C1(=CC=CC=C1)C (toluene). Run at time 21 hour. The product is CC=1CC2=CC=CC=C2C1CC(=O)O (2-Methylinden-3-acetic acid). As a reaction SMILES: [CH3:1][CH:2]1[CH2:10][C:9]2[C:4](=[CH:5][CH:6]=[CH:7][CH:8]=2)[C:3]1=O.C([CH2:14][C:15]([OH:17])=[O:16])#N.C(O)(=O)C.C([O-])(=O)C.[NH4+]>C1(C)C=CC=CC=1>[CH3:1][C:2]1[CH2:10][C:9]2[C:4]([C:3]=1[CH2:14][C:15]([OH:17])=[O:16])=[CH:5][CH:6]=[CH:7][CH:8]=2 |f:3.4|. Procedure: 2-Methylindanone (0.112 mole), cyanacetic acid (10.5 g., 0.123 mole), acetic acid (6.6 g.), and ammonium acetate (1.7 g.) in dry toluene (15.5 ml.) was refluxed with stirring for 21 hrs., as the liberated water was collected in a Dean Stark trap. The toluene was concentrated and the residue dissolved in 60 ml. of hot ethanol and 14 ml. of 2.2 N aqueous potassium hydroxide solution. 22 g. Of 85% KOH in 150 ml. of water was added and the mixture refluxed for 13 hr. under N2. The ethanol was remove... The reactants are C(C)OC1=C(O[C@H]2CN(CCC2)C(=O)OC(C)(C)C)C=CC=C1 (tert-butyl (R)-3-(2-ethoxyphenoxy)piperidine-1-carboxylate), FC(C(=O)O)(F)F (trifluoroacetic acid). The solvent is C(Cl)Cl (CH2Cl2). Reaction conditions: temperature 22.5 celsius, time 4 hour. The product is C(C)OC1=C(O[C@H]2CNCCC2)C=CC=C1 ((R)-3-(2-ethoxyphenoxy)piperidine). The yield is 89.6%. RXN SMILES: [CH2:1]([O:3][C:4]1[CH:23]=[CH:22][CH:21]=[CH:20][C:5]=1[O:6][C@@H:7]1[CH2:12][CH2:11][CH2:10][N:9](C(OC(C)(C)C)=O)[CH2:8]1)[CH3:2].FC(F)(F)C(O)=O>C(Cl)Cl>[CH2:1]([O:3][C:4]1[CH:23]=[CH:22][CH:21]=[CH:20][C:5]=1[O:6][C@@H:7]1[CH2:12][CH2:11][CH2:10][NH:9][CH2:8]1)[CH3:2]. Procedure details: To a solution of tert-butyl (R)-3-(2-ethoxyphenoxy)piperidine-1-carboxylate (73 g, 227 mmol) in CH2Cl2 (300 mL) at 20-25° C. was added trifluoroacetic acid (150 mL). The reaction mixture was allowed to stir at 20-25° C. for 4 hours. The mixture was concentrated under reduced pressure, and the residue was dissolved in H2O (200 mL) and basified with saturated NaHCO3 solution (200 mL). The mixture was extracted with EtOAc (3 times with 200 mL). The organic extracts were dried over Na2SO4 and concen... Starting materials: NC1=NC(=C2NC=NC2=N1)Cl (2-Amino-6-chloropurine), C=CC1CO1 (butadiene monoepoxide), tetrakis (triphenylphosphine)palladium (0). Solvent: CN(C=O)C (dimethylformamide). Reaction conditions: temperature 60 celsius. Product: NC1=NC(=C2N=CN(C2=N1)C\C=C/CO)Cl (cis-4-(2-Amino-6-chloropurin-9-yl)-2-buten-1-ol), product. Reaction SMILES: [NH2:1][C:2]1[N:10]=[C:9]2[C:5]([NH:6][CH:7]=[N:8]2)=[C:4]([Cl:11])[N:3]=1.[CH2:12]=[CH:13][CH:14]1[O:16][CH2:15]1>CN(C)C=O>[NH2:1][C:2]1[N:10]=[C:9]2[C:5]([N:6]=[CH:7][N:8]2[CH2:12]/[CH:13]=[CH:14]\[CH2:15][OH:16])=[C:4]([Cl:11])[N:3]=1. Reported procedure: 2-Amino-6-chloropurine (3.4 g), butadiene monoepoxide (1.65 g) and tetrakis (triphenylphosphine)palladium (0) (1.0 g) in dry dimethylformamide (75 ml) were stirred under a nitrogen atmosphere and heated at 60° C. for 45 minutes. The solvent was evaporated in vacuum (0.1 mm Mg) and the residue was triturated with hot chloroform (4×50 ml). The combined chloroform solutions were concentrated (25 ml volume) and diluted with ether (100 ml). The gummy precipitate was collected, dried and triturated wi... Reactants: Clc1nccnc1Cl, [H-], [Na+], C1COCCO1, OCCOc1ccc2ccccc2c1. Product: Clc1nccnc1OCCOc1ccc2ccccc2c1. Reaction SMILES: [Cl:17][c:18]1[n:19][cH:20][cH:21][n:22][c:23]1[Cl:24].[H-:1].[Na+:2].[O:25]1[CH2:26][CH2:27][O:28][CH2:29][CH2:30]1.[cH:3]1[c:4]([O:13][CH2:14][CH2:15][OH:16])[cH:5][cH:6][c:7]2[cH:8][cH:9][cH:10][cH:11][c:12]12>>[cH:3]1[c:4]([O:13][CH2:14][CH2:15][O:16][c:23]2[c:18]([Cl:17])[n:19][cH:20][cH:21][n:22]2)[cH:5][cH:6][c:7]2[cH:8][cH:9][cH:10][cH:11][c:12]12. Reactants: OC1=CC=C(C(=O)OC)C=C1 (methyl 4-hydroxybenzoate), CN(CCCO)C (3-dimethylamino-1-propanol), C1(=CC=CC=C1)P(C1=CC=CC=C1)C1=CC=CC=C1 (triphenylphosphine), N(=NC(=O)OC(C)C)C(=O)OC(C)C (diisopropyl azodicarboxylate). The solvent is C1CCOC1 (THF). Conditions: time 16 hour. The product is CN(C)CC(C)OC1=CC=C(C(=O)OC)C=C1 (methyl 4-[3-(N,N-dimethylamino)-2-propyloxy]benzoate). Isolated yield 79.0%. Reaction SMILES: [OH:1][C:2]1[CH:11]=[CH:10][C:5]([C:6]([O:8][CH3:9])=[O:7])=[CH:4][CH:3]=1.[CH3:12][N:13]([CH3:18])[CH2:14][CH2:15][CH2:16]O.C1(P(C2C=CC=CC=2)C2C=CC=CC=2)C=CC=CC=1.N(C(OC(C)C)=O)=NC(OC(C)C)=O>C1COCC1>[CH3:12][N:13]([CH2:14][CH:15]([O:1][C:2]1[CH:3]=[CH:4][C:5]([C:6]([O:8][CH3:9])=[O:7])=[CH:10][CH:11]=1)[CH3:16])[CH3:18]. Procedure: To a solution of methyl 4-hydroxybenzoate (1.0 g, 6.58 mmol), 3-dimethylamino-1-propanol (1.01 g, 9.87 mmol), and triphenylphosphine (2.6 g, 9.87 mmol) at 0° C. in THF (20 mL) was added dropwise diisopropyl azodicarboxylate (1.99 g, 9.87 mmol). After stirring for 16 h at room temperature the solution was concentrated and the residue purified by column chromatography (silica gel, methanol/dichloromethane) to yield the title compound as an oily solid (1.25 g, 5.2 mmol). MS(ESI): 238.1 (M+H)+.